Dataset: the Open Reaction Database (ORD), a public repository of structured organic reaction records. Task: describe an organic reaction: reactants, conditions, products, and yield Starting materials: C(#N)C(C)(C)C=1C=C(C(=O)NC2=CC(=CC=C2)OC=2C=NC(=CC2)[N+](=O)[O-])C=CC1 (3-(1-cyano-1-methylethyl)-N-{3-[(6-nitropyridin-3-yl)oxy]phenyl}benzamide). Reagents/catalysts: [C].[Pd] (palladium-carbon). The solvent is CO (methanol). Conditions: time 20 hour. Yields the product NC1=CC=C(C=N1)OC=1C=C(C=CC1)NC(C1=CC(=CC=C1)C(C)(C)C#N)=O (N-{3-[(6-aminopyridin-3-yl)oxy]phenyl}-3-(1-cyano-1-methylethyl)benzamide). Isolated yield 79.7%. As a reaction SMILES: [C:1]([C:3]([C:6]1[CH:7]=[C:8]([CH:28]=[CH:29][CH:30]=1)[C:9]([NH:11][C:12]1[CH:17]=[CH:16][CH:15]=[C:14]([O:18][C:19]2[CH:20]=[N:21][C:22]([N+:25]([O-])=O)=[CH:23][CH:24]=2)[CH:13]=1)=[O:10])([CH3:5])[CH3:4])#[N:2]>CO.[C].[Pd]>[NH2:25][C:22]1[N:21]=[CH:20][C:19]([O:18][C:14]2[CH:13]=[C:12]([NH:11][C:9](=[O:10])[C:8]3[CH:28]=[CH:29][CH:30]=[C:6]([C:3]([C:1]#[N:2])([CH3:4])[CH3:5])[CH:7]=3)[CH:17]=[CH:16][CH:15]=2)=[CH:24][CH:23]=1 |f:2.3|. Procedure: To a solution of 3-(1-cyano-1-methylethyl)-N-{3-[(6-nitropyridin-3-yl)oxy]phenyl}benzamide (6.00 g, 14.9 mmol) in methanol (150 mL) was added 10% palladium-carbon (790 mg), and the mixture was stirred at room temperature for 20 hr under a hydrogen atmosphere (3.0 atm). The insoluble material was filtered off, and the filtrate was concentrated under reduced pressure. The obtained residue was recrystallized from ethyl acetate and hexane to give the title compound (4.42 g, 79%) as colorless crystal... Starting materials: CO, CCOC(C)=O, CNS(=O)(=O)c1cccc([N+](=O)[O-])c1. Product: CNS(=O)(=O)c1cccc(N)c1. RXN SMILES: [CH3:15][OH:16].[CH3:17][CH2:18][O:19][C:20]([CH3:21])=[O:22].[CH3:1][NH:2][S:3](=[O:4])(=[O:5])[c:6]1[cH:7][c:8]([N+:12]([O-:13])=[O:14])[cH:9][cH:10][cH:11]1>>[CH3:1][NH:2][S:3](=[O:4])(=[O:5])[c:6]1[cH:7][c:8]([NH2:12])[cH:9][cH:10][cH:11]1. The reactants are tan foam, ClCCCOC=1C=2C=CNC2C=CC1 (1-chloro-3-(1H-indole-4-oxy)propane), ClC=1C=CC=C2C(=CNC12)C=1CCNCC1 (7-chloro-3-(1,2,3,6-tetrahydropyridin-4-yl)-1H-indole), C([O-])([O-])=O.[K+].[K+] (potassium carbonate). The solvent is CN(C=O)C (dimethylformamide). Yields the product ClC=1C=CC=C2C(=CNC12)C=1CCN(CC1)CCCOC1=C2C=CNC2=CC=C1 (3-[4-(7-chloro-3-indolyl)-1,2,3,6-tetrahydropyridin-1-yl)-1-(4-indolyloxy)propane). As a reaction SMILES: Cl[CH2:2][CH2:3][CH2:4][O:5][C:6]1[C:7]2[CH:8]=[CH:9][NH:10][C:11]=2[CH:12]=[CH:13][CH:14]=1.[Cl:15][C:16]1[CH:17]=[CH:18][CH:19]=[C:20]2[C:24]=1[NH:23][CH:22]=[C:21]2[C:25]1[CH2:26][CH2:27][NH:28][CH2:29][CH:30]=1.C(=O)([O-])[O-].[K+].[K+]>CN(C)C=O>[Cl:15][C:16]1[CH:17]=[CH:18][CH:19]=[C:20]2[C:24]=1[NH:23][CH:22]=[C:21]2[C:25]1[CH2:26][CH2:27][N:28]([CH2:2][CH2:3][CH2:4][O:5][C:6]2[CH:14]=[CH:13][CH:12]=[C:11]3[C:7]=2[CH:8]=[CH:9][NH:10]3)[CH2:29][CH:30]=1 |f:2.3.4|. Procedure: The title compound was prepared in a fashion similar to that described in Example 99 using 1-chloro-3-(1H-indole-4-oxy)propane (0.446 g, 2.15 mmol) and 7-chloro-3-(1,2,3,6-tetrahydropyridin-4-yl)-1H-indole (0.500 g, 2.13 mmol) in the presence of 2.0 equivalents of potassium carbonate (0.593 g, 4.3 mmol) in dimethylformamide at 90° C. Yield 0.190 g (22%) of a tan foam. mp 166°-169° C. FDMS m/e=405 (M+ of free base).